This data is from the Open Reaction Database (ORD), a public repository of structured organic reaction records. The task is: describe an organic reaction: reactants, conditions, products, and yield Starting materials: CC(C)(C)S(N)=O, CCC(C)CCC(C)=O, CCOC(C)=O, CC[O-], CC[O-], CC[O-], CC[O-], C1CCOC1, [Ti+4]. Product: CCC(C)CCC(C)=NS(=O)C(C)(C)C. RXN SMILES: [CH3:10][C:11]([CH3:12])([CH3:13])[S:14](=[O:15])[NH2:16].[CH3:1][CH:2]([CH2:3][CH2:4][C:5]([CH3:6])=[O:7])[CH2:8][CH3:9].[CH3:22][CH2:23][O:24][C:25](=[O:26])[CH3:27].[CH3:28][CH2:29][O-:30].[CH3:31][CH2:32][O-:33].[CH3:34][CH2:35][O-:36].[CH3:37][CH2:38][O-:39].[O:17]1[CH2:18][CH2:19][CH2:20][CH2:21]1.[Ti+4:40]>>[CH3:1][CH:2]([CH2:3][CH2:4][C:5]([CH3:6])=[N:16][S:14]([C:11]([CH3:10])([CH3:12])[CH3:13])=[O:15])[CH2:8][CH3:9]. Yields the product O1C(CCCC1)OCCCC#C (1-(Tetrahydopyran-2-yloxy)-4-pentyne). Reaction SMILES: O.NN.OO.[CH2:6]([Li])CCC.[CH2:11]([O:15][CH:16]1[CH2:21][CH2:20][CH2:19][CH2:18][O:17]1)[CH2:12][C:13]#[CH:14].[Li+].[AlH4-].C1(C)C=CC(S(Cl)(=O)=O)=CC=1.BrBr.C1(P(C2C=CC=CC=2)C2C=CC=CC=2)C=CC=CC=1.O1C=CCCC1>[N+]([O-])([O-])=O.[Ag+]>[O:17]1[CH2:18][CH2:19][CH2:20][CH2:21][CH:16]1[O:15][CH2:11][CH2:12][CH2:13][C:14]#[CH:6] |f:0.1,5.6,11.12|. Starting materials: alcohol, C(CC#C)OC1OCCCC1 (2-(3-butynyloxy)tetrahydro-2H-pyran), O.NN (Hydrazine hydrate), O1CCCC=C1 (dihydropyran), [Li+].[AlH4-] (lithium tetrahydridoaluminate), BrBr (bromine), tert-alcohols, C1(=CC=CC=C1)P(C1=CC=CC=C1)C1=CC=CC=C1 (triphenylphosphine), C1(=CC=C(C=C1)S(=O)(=O)Cl)C (p-toluenesulfonyl chloride), OO (hydrogen peroxide), C(CCC)[Li] (Butyllithium), Cu(I)Br. Procedure details: Hydrazine hydrate and hydrogen peroxide (30 wt. % solution in water) were purchased from Mallinckrodt (Chesterfield, Mo.) and Fisher Chemical Co. (Fair Lawn, N.J.), respectively. Butyllithium (1.6M and 2.5M solutions in hexane), 2-(3-butynyloxy)tetrahydro-2H-pyran (1-(tetrahydopyran-2-yloxy)-3-butyne), lithium tetrahydridoaluminate, borane-methylsulfide complex, Cu(I)Br.Me2S complex, and p-toluenesulfonyl chloride from Aldrich Chemical Co. (Milwaukee, Wis.), and bromine and triphenylphosphine fr... Reagents/catalysts: [N+](=O)([O-])[O-].[Ag+] (AgNO3), [N+](=O)([O-])[O-].[Ag+] (Silver nitrate). Run in C1(=CC=CC=C1)C (toluene), O (water), CCOC(=O)C (EtOAc). The reagents and catalysts are CC(=O)[O-].CC(=O)[O-].[Pd+2] (Pd(OAc)2). As a reaction SMILES: C([O-])([O-])=O.[K+].[K+].C1(P(C2C=CC=CC=2)C2C=CC3C(=CC=CC=3)C=2C2C3C(=CC=CC=3)C=CC=2P(C2C=CC=CC=2)C2C=CC=CC=2)C=CC=CC=1.Br[C:54]1[CH:59]=[CH:58][C:57]([Br:60])=[CH:56][N:55]=1.[NH2:61][CH2:62][CH2:63][N:64]1[CH2:68][CH2:67][CH2:66][CH2:65]1>C1(C)C=CC=CC=1.CCOC(C)=O.O.CC([O-])=O.CC([O-])=O.[Pd+2]>[Br:60][C:57]1[CH:58]=[CH:59][C:54]([NH:61][CH2:62][CH2:63][N:64]2[CH2:68][CH2:67][CH2:66][CH2:65]2)=[N:55][CH:56]=1 |f:0.1.2,9.10.11|. Reactants: C(=O)([O-])[O-].[K+].[K+] (K2CO3), C1(=CC=CC=C1)P(C1=C(C2=CC=CC=C2C=C1)C1=C(C=CC2=CC=CC=C12)P(C1=CC=CC=C1)C1=CC=CC=C1)C1=CC=CC=C1 (2,2′-bis(diphenylphosphino)-1,1′-binaphthyl), BrC1=NC=C(C=C1)Br (2,5-dibromopyridine), NCCN1CCCC1 (1-(2-aminoethyl)-pyrrolidine). Yields the product BrC=1C=CC(=NC1)NCCN1CCCC1 ((5-bromo-pyridin-2-yl)-(2-pyrrolidin-1-yl-ethyl)-amine). Procedure details: 13.8 g (100.0 mmol) K2CO3, 79 mg (0.12 mmol) 2,2′-bis(diphenylphosphino)-1,1′-binaphthyl and 28 mg (0.12 mmol) Pd(OAc)2 are added successively to a solution of 1.5 g (6.33 mmol) 2,5-dibromopyridine and 0.98 mL (7.60 mmol) 1-(2-aminoethyl)-pyrrolidine in 60 mL toluene. The reaction is refluxed for 40 h. The solvent is eliminated i.vac. and the residue is taken up in 150 mL EtOAc and 100 mL water. The organic phase is dried over Na2SO4 and the solvent is eliminated i.vac. Purification is carried o...